This data is from the Open Reaction Database (ORD), a public repository of structured organic reaction records. The task is: describe an organic reaction: reactants, conditions, products, and yield Procedure: Pyrrolidine (710 mg) was added to 3-(2-bromoethoxy)-5-phenylisoxazole (268 mg), and the mixture was stirred at 100° C. for one hour. After ice-cold water (20 ml) was added to the reaction mixture and the mixture was extracted with ether (20 ml×2), the organic layer was dried over anhydrous magnesium sulfate. After filtration, the solvent was evaporated under reduced pressure. The residue was purified by silica gel column chromatography (eluent: ethyl acetate) to obtain the title compound (211 mg... Yields the product C1(=CC=CC=C1)C1=CC(=NO1)OCCN1CCCC1 (5-Phenyl-3-(2-(1-pyrrolidinyl)ethoxy)isoxazole). Run at temperature 100 celsius, time 1 hour. The yield is 81.7%. RXN SMILES: [NH:1]1[CH2:5][CH2:4][CH2:3][CH2:2]1.Br[CH2:7][CH2:8][O:9][C:10]1[CH:14]=[C:13]([C:15]2[CH:20]=[CH:19][CH:18]=[CH:17][CH:16]=2)[O:12][N:11]=1>>[C:15]1([C:13]2[O:12][N:11]=[C:10]([O:9][CH2:8][CH2:7][N:1]3[CH2:5][CH2:4][CH2:3][CH2:2]3)[CH:14]=2)[CH:16]=[CH:17][CH:18]=[CH:19][CH:20]=1. Reactants: N1CCCC1 (Pyrrolidine), BrCCOC1=NOC(=C1)C1=CC=CC=C1 (3-(2-bromoethoxy)-5-phenylisoxazole). Solvent: ice.